This data is from the Open Reaction Database (ORD), a public repository of structured organic reaction records. The task is: describe an organic reaction: reactants, conditions, products, and yield The reactants are CC(C)(C)OC(=O)N1CCC(=O)CC1, CS(=O)(=O)c1ccc(N)cc1, Cl. Yields the product CC(C)(C)OC(=O)N1CCC(Nc2ccc(S(C)(=O)=O)cc2)CC1. As a reaction SMILES: [C:1](=[O:2])([O:3][C:4]([CH3:5])([CH3:6])[CH3:7])[N:8]1[CH2:9][CH2:10][C:11](=[O:14])[CH2:12][CH2:13]1.[CH3:16][S:17](=[O:18])(=[O:19])[c:20]1[cH:21][cH:22][c:23]([NH2:24])[cH:25][cH:26]1.[ClH:15]>>[C:1](=[O:2])([O:3][C:4]([CH3:5])([CH3:6])[CH3:7])[N:8]1[CH2:9][CH2:10][CH:11]([NH:24][c:23]2[cH:22][cH:21][c:20]([S:17]([CH3:16])(=[O:18])=[O:19])[cH:26][cH:25]2)[CH2:12][CH2:13]1.